Dataset: the Open Reaction Database (ORD), a public repository of structured organic reaction records. Task: describe an organic reaction: reactants, conditions, products, and yield The reactants are ClC1=C(C=CC(=C1Cl)OC)C(O)C1=NC=CC=C1 (α-(2,3-dichloro-4-methoxyphenyl)-2-pyridinemethanol), Chromic anhydride. Run in C(C)(=O)O (acetic acid), O (H2O), O (H2O). Yields the product ClC1=C(C=CC(=C1Cl)OC)C(=O)C1=NC=CC=C1 ((2,3-dichloro-4-methoxyphenyl)(2-pyridyl)methanone). As a reaction SMILES: [Cl:1][C:2]1[C:7]([Cl:8])=[C:6]([O:9][CH3:10])[CH:5]=[CH:4][C:3]=1[CH:11]([C:13]1[CH:18]=[CH:17][CH:16]=[CH:15][N:14]=1)[OH:12]>C(O)(=O)C.O>[Cl:1][C:2]1[C:7]([Cl:8])=[C:6]([O:9][CH3:10])[CH:5]=[CH:4][C:3]=1[C:11]([C:13]1[CH:18]=[CH:17][CH:16]=[CH:15][N:14]=1)=[O:12]. Procedure details: α-(2,3-dichloro-4-methoxyphenyl)-2-pyridinemethanol (31.86 g) is dissolved in 600 ml of acetic acid and 100 ml of H2O. Chromic anhydride (11.0 g) is added portionwise over five minutes. After three hours the reaction mixture is poured into H2O and extracted with ether. The combined organic phase is washed well with 10% NaHCO3, then brine, and dried. Removal of the solvent under reduced pressure gives a crystalline product of (2,3-dichloro-4-methoxyphenyl)(2-pyridyl)methanone, mp 104°-107° C. Reactants: C1(=CC=CC=C1)C(N1N=NN=C1C1=C(C=CC=C1)C1=CC=C(C=C1)CBr)(C1=CC=CC=C1)C1=CC=CC=C1 (N-(triphenylmethyl)-5-[4'-(bromomethyl)biphenyl-2-yl]tetrazole), O (water), OC=1C=C(C(=O)N2CCOCC2)C=CC1[N+](=O)[O-] (3-hydroxy-4-nitrobenzoic acid morpholide), [H-].[Na+] (sodium hydride). The solvent is CN(C=O)C (N,N-dimethylformamide), CN(C=O)C (N,N-dimethylformamide). Run at time 15 minute. Yields the product C1(=CC=CC=C1)C(N1N=NN=C1C1=C(C=CC=C1)C1=CC=C(C=C1)COC=1C=C(C(=O)N2CCOCC2)C=CC1[N+](=O)[O-])(C1=CC=CC=C1)C1=CC=CC=C1 (3-[[2'-(1-triphenylmethyltetrazol-5-yl)biphenyl-4-yl]methyloxy]-4-nitrobenzoic acid morpholide). The yield is 95.1%. As a reaction SMILES: [OH:1][C:2]1[CH:3]=[C:4]([CH:13]=[CH:14][C:15]=1[N+:16]([O-:18])=[O:17])[C:5]([N:7]1[CH2:12][CH2:11][O:10][CH2:9][CH2:8]1)=[O:6].[H-].[Na+].[C:21]1([C:27]([C:53]2[CH:58]=[CH:57][CH:56]=[CH:55][CH:54]=2)([C:47]2[CH:52]=[CH:51][CH:50]=[CH:49][CH:48]=2)[N:28]2[C:32]([C:33]3[CH:38]=[CH:37][CH:36]=[CH:35][C:34]=3[C:39]3[CH:44]=[CH:43][C:42]([CH2:45]Br)=[CH:41][CH:40]=3)=[N:31][N:30]=[N:29]2)[CH:26]=[CH:25][CH:24]=[CH:23][CH:22]=1.O>CN(C)C=O>[C:53]1([C:27]([C:21]2[CH:26]=[CH:25][CH:24]=[CH:23][CH:22]=2)([C:47]2[CH:48]=[CH:49][CH:50]=[CH:51][CH:52]=2)[N:28]2[C:32]([C:33]3[CH:38]=[CH:37][CH:36]=[CH:35][C:34]=3[C:39]3[CH:44]=[CH:43][C:42]([CH2:45][O:1][C:2]4[CH:3]=[C:4]([CH:13]=[CH:14][C:15]=4[N+:16]([O-:18])=[O:17])[C:5]([N:7]4[CH2:12][CH2:11][O:10][CH2:9][CH2:8]4)=[O:6])=[CH:41][CH:40]=3)=[N:31][N:30]=[N:29]2)[CH:58]=[CH:57][CH:56]=[CH:55][CH:54]=1 |f:1.2|. Procedure details: The compound ([3]-(32)-587) (0.99 g) prepared in Example 36 was dissolved in dry N,N-dimethylformamide (19 ml), and 50% sodium hydride (0.20 g) was added to the solution. The mixture was stirred at room temperature for 15 minutes. A solution of N-(triphenylmethyl)-5-[4'-(bromomethyl)biphenyl-2-yl]tetrazole (2.19 g) in N,N-dimethylformamide (6.5 ml) was added to the solution. The mixture was stirred at room temperature for 39 hours. The reaction mixture was added to water (50 ml), and extracted w... The product is C=1(NC=C2CCCCC12)C(=O)O (4,5,6,7-tetrahydro-2H-isoindole-1-carboxylic acid). The reactants are [OH-].[Na+] (NaOH), C(C)OC(=O)C=1NC=C2CCCCC12 (4,5,6,7-tetrahydro-2H-isoindole-1-carboxylic acid ethyl ester). RXN SMILES: [OH-].[Na+].C([O:5][C:6]([C:8]1[NH:9][CH:10]=[C:11]2[C:16]=1[CH2:15][CH2:14][CH2:13][CH2:12]2)=[O:7])C>CO>[C:8]1([C:6]([OH:7])=[O:5])[NH:9][CH:10]=[C:11]2[C:16]=1[CH2:15][CH2:14][CH2:13][CH2:12]2 |f:0.1|. Procedure: Freshly prepared aq. NaOH (10 M in H2O, 10.3 mmol) was added to a stirring, room temperature solution of 171 (0.3966 g, 2.05 mmol) in MeOH (5.1 mL, 0.4 M) under N2. The reaction was then heated to reflux for 20 minutes. A small amount of starting material remained. A large amount of undesired product along with only a small amount of desired product was observed by HPLC. The reaction was concentrated, redissolved in H2O, and extracted with EtOAc (1 mL). 10% aq. HCl was added dropwise to the aque... The solvent is CO (MeOH). The reactants are [N+](=O)([O-])C=1C=C(C=CC1)N1C(NC(C2=CC=CC=C12)=O)=O (1-(m-nitrophenyl)quinazoline-2,4(1H, 3H)-dione), O1CCCC1 (tetrahydrofuran), C(C)OC(N(C)C)OCC (N,N-dimethylformamide diethyl acetal). The solvent is O (water). Product: [N+](=O)([O-])C=1C=C(C=CC1)N1C(N(C(C2=CC=CC=C12)=O)CC)=O (1-(m-nitrophenyl)- 3-ethylquinazoline-2,4(1H, 3H)-dione). As a reaction SMILES: [N+:1]([C:4]1[CH:5]=[C:6]([N:10]2[C:19]3[C:14](=[CH:15][CH:16]=[CH:17][CH:18]=3)[C:13](=[O:20])[NH:12][C:11]2=[O:21])[CH:7]=[CH:8][CH:9]=1)([O-:3])=[O:2].O1CC[CH2:24][CH2:23]1.C(OC(OCC)N(C)C)C>O>[N+:1]([C:4]1[CH:5]=[C:6]([N:10]2[C:19]3[C:14](=[CH:15][CH:16]=[CH:17][CH:18]=3)[C:13](=[O:20])[N:12]([CH2:23][CH3:24])[C:11]2=[O:21])[CH:7]=[CH:8][CH:9]=1)([O-:3])=[O:2]. Procedure: A mixture of 2.8 g of 1-(m-nitrophenyl)quinazoline-2,4(1H, 3H)-dione, 40 ml of dry tetrahydrofuran and 4.4 g of N,N-dimethylformamide diethyl acetal was refluxed for 6 hours. After the reaction was complete, the solvent was distilled off from the reaction mixture under reduced pressure. To the residue obtained was added water to precipitate a crude product, which was then recrystallized from methanol to produce 2.8 g of 1-(m-nitrophenyl)- 3-ethylquinazoline-2,4(1H, 3H)-dione as colorless prisms,... Starting materials: CC=1SC(=CC1CCCCC(=O)O)C (5-(2,5-Dimethyl-3-thiophenyl)pentanoic acid). Run in polyphosphoric acid, O (water). Product: CC=1SC(=C2C1CCCCC2=O)C (1,3-dimethyl-5,6,7,8-tetrahydro-4 H-cyclohepta[1,2-c]thiophen-4-one). The yield is 72.7%. RXN SMILES: [CH3:1][C:2]1[S:3][C:4]([CH3:14])=[CH:5][C:6]=1[CH2:7][CH2:8][CH2:9][CH2:10][C:11]([OH:13])=O>O>[CH3:1][C:2]1[S:3][C:4]([CH3:14])=[C:5]2[C:11](=[O:13])[CH2:10][CH2:9][CH2:8][CH2:7][C:6]=12. Reported procedure: 5-(2,5-Dimethyl-3-thiophenyl)pentanoic acid (12 g, 56.6 mmol) is heated in 30 g of polyphosphoric acid at 140° C. for 2 hr. After the reaction mixture is cooled to room temperature, water is added to dissolve the residual PPA. The mixture is then extracted with ether and the ether layer is washed with water, aqueous NaOH and again with water. The ether layer is then dried over sodium sulfate and the solvent evaporated under reduced pressure to yield 1,3-dimethyl-5,6,7,8-tetrahydro-4 H-cyclohepta... The reactants are O=C([O-])[O-], [Cs+], [Cs+], CI, COC(=O)C(Cc1cc(C)c(O)c(C)c1)OC(=O)N1CCC(N2CCc3ccccc3NC2=O)CC1, CN(C)C=O. The product is COC(=O)C(Cc1cc(C)c(OC)c(C)c1)OC(=O)N1CCC(N2CCc3ccccc3NC2=O)CC1. RXN SMILES: [C:39](=[O:40])([O-:41])[O-:42].[Cs+:43].[Cs+:44].[I:1][CH3:2].[O:3]=[C:4]1[NH:5][c:6]2[c:7]([cH:35][cH:36][cH:37][cH:38]2)[CH2:8][CH2:9][N:10]1[CH:11]1[CH2:12][CH2:13][N:14]([C:17](=[O:18])[O:19][CH:20]([CH2:21][c:22]2[cH:23][c:24]([CH3:30])[c:25]([OH:29])[c:26]([CH3:28])[cH:27]2)[C:31](=[O:32])[O:33][CH3:34])[CH2:15][CH2:16]1.[O:45]=[CH:46][N:47]([CH3:48])[CH3:49]>>[O:3]=[C:4]1[NH:5][c:6]2[c:7]([cH:35][cH:36][cH:37][cH:38]2)[CH2:8][CH2:9][N:10]1[CH:11]1[CH2:12][CH2:13][N:14]([C:17](=[O:18])[O:19][CH:20]([CH2:21][c:22]2[cH:23][c:24]([CH3:30])[c:25]([O:29][CH3:39])[c:26]([CH3:28])[cH:27]2)[C:31](=[O:32])[O:33][CH3:34])[CH2:15][CH2:16]1. Reactants: CSC1=NC=C(C=N1)N (2-methylsulfanylpyrimidin-5-ylamine), [Br-].[Br-].[Br-].C(C1=CC=CC=C1)[N+](C)(C)C.C(C1=CC=CC=C1)[N+](C)(C)C.C(C1=CC=CC=C1)[N+](C)(C)C (benzyltrimethylammonium tribromide). Run in ClCCl (dichloromethane), CO (methanol). Run at temperature 0 celsius, time 15 minute. Yields the product BrC1=NC(=NC=C1N)SC (4-bromo-2-methylsulfanylpyrimidin-5-ylamine). Yield: 4.8%. As a reaction SMILES: [CH3:1][S:2][C:3]1[N:8]=[CH:7][C:6]([NH2:9])=[CH:5][N:4]=1.[Br-:10].[Br-].[Br-].C([N+](C)(C)C)C1C=CC=CC=1.C([N+](C)(C)C)C1C=CC=CC=1.C([N+](C)(C)C)C1C=CC=CC=1>ClCCl.CO>[Br:10][C:5]1[C:6]([NH2:9])=[CH:7][N:8]=[C:3]([S:2][CH3:1])[N:4]=1 |f:1.2.3.4.5.6|. Reported procedure: A stirred solution of 2.0 g (14.2 mmol) of 2-methylsulfanylpyrimidin-5-ylamine in 50 mL of dichloromethane and 10 mL of methanol was cooled in an ice bath. 6.08 g (15.6 mmol) of benzyltrimethylammonium tribromide was added in portions over a period of 10 minutes. The mixture was stirred at 0° C. for 15 minutes and then at room temperature for 3 minutes. The mixture was quenched with saturated aqueous sodium bicarbonate solution until the pH was 8. The organic layer separated and was removed. The... Reactants: COC(=O)c1sccc1S(=O)(=O)Nc1ccc(N2CCC(=O)CC2)cc1, CS(=O)(=O)Nc1cc(C(O)CN)ccc1O. The product is COC(=O)c1sccc1S(=O)(=O)Nc1ccc(N2CCC(NCC(O)c3ccc(O)c(NS(C)(=O)=O)c3)CC2)cc1. As a reaction SMILES: [CH3:1][O:2][C:3](=[O:4])[c:5]1[s:6][cH:7][cH:8][c:9]1[S:10]([NH:11][c:12]1[cH:13][cH:14][c:15]([N:18]2[CH2:19][CH2:20][C:21](=[O:24])[CH2:22][CH2:23]2)[cH:16][cH:17]1)(=[O:25])=[O:26].[NH2:27][CH2:28][CH:29]([OH:30])[c:31]1[cH:32][cH:33][c:34]([OH:42])[c:35]([NH:37][S:38](=[O:39])(=[O:40])[CH3:41])[cH:36]1>>[CH3:1][O:2][C:3](=[O:4])[c:5]1[s:6][cH:7][cH:8][c:9]1[S:10]([NH:11][c:12]1[cH:13][cH:14][c:15]([N:18]2[CH2:19][CH2:20][CH:21]([NH:27][CH2:28][CH:29]([OH:30])[c:31]3[cH:32][cH:33][c:34]([OH:42])[c:35]([NH:37][S:38](=[O:39])(=[O:40])[CH3:41])[cH:36]3)[CH2:22][CH2:23]2)[cH:16][cH:17]1)(=[O:25])=[O:26]. The reactants are CC(C)(C)c1cc(NC(=O)Nc2cccc(S)c2)no1, COc1ccc2c(Cl)ncnc2c1, Cl. Yields the product COc1ccc2c(Sc3cccc(NC(=O)Nc4cc(C(C)(C)C)on4)c3)ncnc2c1. RXN SMILES: [C:1]([CH3:2])([CH3:3])([CH3:4])[c:5]1[cH:6][c:7]([NH:10][C:11](=[O:12])[NH:13][c:14]2[cH:15][c:16]([SH:20])[cH:17][cH:18][cH:19]2)[n:8][o:9]1.[Cl:21][c:22]1[n:23][cH:24][n:25][c:26]2[cH:27][c:28]([O:32][CH3:33])[cH:29][cH:30][c:31]12.[ClH:34]>>[C:1]([CH3:2])([CH3:3])([CH3:4])[c:5]1[cH:6][c:7]([NH:10][C:11](=[O:12])[NH:13][c:14]2[cH:15][c:16]([S:20][c:22]3[n:23][cH:24][n:25][c:26]4[cH:27][c:28]([O:32][CH3:33])[cH:29][cH:30][c:31]34)[cH:17][cH:18][cH:19]2)[n:8][o:9]1. The reactants are COC1=CC(=C(C(=C1)C)S(=O)(=O)N1C(CCCC1)C=O)C (1-(4-Methoxy-2,6-dimethylphenylsulfonyl)piperidine-2-carbaldehyde), C1CCOC1 (THF), triethyl phosphonoacetate, [H-].[Na+] (NaH), C1CCOC1 (THF), C1CCOC1 (THF), O (water). Run at time 30 minute. Product: COC1=CC(=C(C(=C1)C)S(=O)(=O)N1C(CCCC1)/C=C/C(=O)OCC)C ((E)-Ethyl 3-(1-(4-methoxy-2,6-dimethylphenylsulfonyl)piperidin-2-yl)acrylate). Yield: 40.0%. As a reaction SMILES: [H-].[Na+].[CH3:3][O:4][C:5]1[CH:10]=[C:9]([CH3:11])[C:8]([S:12]([N:15]2[CH2:20][CH2:19][CH2:18][CH2:17][CH:16]2[CH:21]=O)(=[O:14])=[O:13])=[C:7]([CH3:23])[CH:6]=1.[OH2:24].[CH2:25]1[CH2:29][O:28][CH2:27][CH2:26]1>>[CH3:3][O:4][C:5]1[CH:6]=[C:7]([CH3:23])[C:8]([S:12]([N:15]2[CH2:20][CH2:19][CH2:18][CH2:17][CH:16]2/[CH:21]=[CH:26]/[C:27]([O:28][CH2:29][CH3:25])=[O:24])(=[O:13])=[O:14])=[C:9]([CH3:11])[CH:10]=1 |f:0.1|. Reported procedure: A solution of triethyl phosphonoacetate (3.8 mmol, 1.2 eq) in THF (12 ml) was added dropwise to a suspension of NaH (3.8 mmol, 1.2 eq) in THF (12 ml) at 0° C. and the mixture was stirred for 30 min. 1-(4-Methoxy-2,6-dimethylphenylsulfonyl)piperidine-2-carbaldehyde (3.2 mmol) in THF (6 ml) was then added and the mixture was stirred for a further 30 min. The reaction mixture was warmed to room temperature and stirred for 12 h. Hydrolysis was then carried out with water and the mixture was extracte...